Dataset: the Open Reaction Database (ORD), a public repository of structured organic reaction records. Task: describe an organic reaction: reactants, conditions, products, and yield Starting materials: C(C)(C)(C)OC(C(C)(C)SC=1SC=C(N1)CCN(C1=NC=C(C=N1)CC)CC1=CC=C(C=C1)Br)=O (2-[(4-{2-[(4-bromobenzyl)(5-ethylpyrimidin-2-yl)amino]ethyl}-1,3-thiazol-2-yl)thio]-2-methylpropionic acid tert-butyl ester), N1CCOCC1 (morpholine), C(C)(C)(C)P(C1=C(C=CC=C1)C1=CC=CC=C1)C(C)(C)C (2-(di-tert-butylphosphino)biphenyl), CC(C)([O-])C.[Na+] (sodium tert-butoxide). Reagents/catalysts: C=1C=CC(=CC1)/C=C/C(=O)/C=C/C2=CC=CC=C2.C=1C=CC(=CC1)/C=C/C(=O)/C=C/C2=CC=CC=C2.C=1C=CC(=CC1)/C=C/C(=O)/C=C/C2=CC=CC=C2.[Pd].[Pd] (tris(Dibenzylideneacetone)dipalladium). Run in C1(=CC=CC=C1)C (toluene). Reaction conditions: temperature 110 celsius, time 8 hour. Product: C(C)(C)(C)OC(C(C)(C)SC=1SC=C(N1)CCN(CC1=CC=C(C=C1)N1CCOCC1)C1=NC=C(C=N1)CC)=O (2-[(4-{2-[(5-ethylpyrimidin-2-yl)(4-morpholin-4-ylbenzyl)amino]ethyl}-1,3-thiazol-2-yl)thio]-2-methylpropionic acid tert-butyl ester). The yield is 49.5%. As a reaction SMILES: C(P(C(C)(C)C)C1C=CC=CC=1C1C=CC=CC=1)(C)(C)C.CC(C)([O-])C.[Na+].[C:28]([O:32][C:33](=[O:62])[C:34]([S:37][C:38]1[S:39][CH:40]=[C:41]([CH2:43][CH2:44][N:45]([CH2:54][C:55]2[CH:60]=[CH:59][C:58](Br)=[CH:57][CH:56]=2)[C:46]2[N:51]=[CH:50][C:49]([CH2:52][CH3:53])=[CH:48][N:47]=2)[N:42]=1)([CH3:36])[CH3:35])([CH3:31])([CH3:30])[CH3:29].[NH:63]1[CH2:68][CH2:67][O:66][CH2:65][CH2:64]1>C1(C)C=CC=CC=1.C1C=CC(/C=C/C(/C=C/C2C=CC=CC=2)=O)=CC=1.C1C=CC(/C=C/C(/C=C/C2C=CC=CC=2)=O)=CC=1.C1C=CC(/C=C/C(/C=C/C2C=CC=CC=2)=O)=CC=1.[Pd].[Pd]>[C:28]([O:32][C:33](=[O:62])[C:34]([S:37][C:38]1[S:39][CH:40]=[C:41]([CH2:43][CH2:44][N:45]([C:46]2[N:51]=[CH:50][C:49]([CH2:52][CH3:53])=[CH:48][N:47]=2)[CH2:54][C:55]2[CH:60]=[CH:59][C:58]([N:63]3[CH2:68][CH2:67][O:66][CH2:65][CH2:64]3)=[CH:57][CH:56]=2)[N:42]=1)([CH3:36])[CH3:35])([CH3:31])([CH3:30])[CH3:29] |f:1.2,6.7.8.9.10|. Reported procedure: tris(Dibenzylideneacetone)dipalladium (32 mg), 2-(di-tert-butylphosphino)biphenyl (21 mg) and sodium tert-butoxide (73 mg) were added to a 20 mL screw cap test tube substituted with nitrogen, and a solution of 2-[(4-{2-[(4-bromobenzyl)(5-ethylpyrimidin-2-yl)amino]ethyl}-1,3-thiazol-2-yl)thio]-2-methylpropionic acid tert-butyl ester (400 mg) synthesized in Example 402-1 and morpholine (91 mg) in toluene (1.4 mL) was added thereto. The test tube was capped, and stirred at 110° C. for 8 hr. After c... The reactants are C1(=CC=CC=C1)S(=O)(=O)N1C[C@H]([C@H](CC1)C1=CC=CC=C1)C1=CC(=CC=C1)Cl (cis-1-benzenesulfonyl-3-(3-chloro-phenyl)-4-phenyl-piperidine), ClC=1C=C(C=CC1)[C@@H]1CNCC[C@@H]1C1=CC=CC=C1 (rac-cis-3-(m-chlorophenyl)-4-phenylpiperidine). Product: C1(=CC=CC=C1)S(=O)(=O)Cl (benzenesulfonyl chloride). Reaction SMILES: [Cl:1]C1C=C([C@H]2[C@@H](C3C=CC=CC=3)CCNC2)C=CC=1.[C:20]1([S:26](N2CC[C@H](C3C=CC=CC=3)[C@H](C3C=CC=C(Cl)C=3)C2)(=[O:28])=[O:27])[CH:25]=[CH:24][CH:23]=[CH:22][CH:21]=1>>[C:20]1([S:26]([Cl:1])(=[O:28])=[O:27])[CH:25]=[CH:24][CH:23]=[CH:22][CH:21]=1. Reported procedure: In analogy to Example 38, from rac-cis-3-(m-chlorophenyl)-4-phenylpiperidine (CAS Reg. No.: [735259-16-2]) and benzenesulfonyl chloride was prepared cis-1-benzenesulfonyl-3-(3-chloro-phenyl)-4-phenyl-piperidine as colorless oil, MS: 412.2 (M+H, 1Cl)+. The reactants are C1CC2=CC=CC=C2C(=O)C1 (alpha-tetralone), NC(=O)N (urea), C(C)OC(OCC)OCC (triethylorthoformate). The reagents and catalysts are CS(=O)(=O)O (methanesulfonic acid). Solvent: CO (methanol). Reaction conditions: time 1 hour. The product is N1=C(N=CC=2CCC3=C(C12)C=CC=C3)O (5,6-Dihydro-benzo[h]quinazolin-2-ol). Isolated yield 35.6%. Reaction SMILES: [CH2:1]1[CH2:11][C:9](=O)[C:8]2[C:3](=[CH:4][CH:5]=[CH:6][CH:7]=2)[CH2:2]1.[NH2:12][C:13]([NH2:15])=[O:14].[CH2:16](OC(OCC)OCC)C>CO.CS(O)(=O)=O>[N:12]1[C:9]2[C:8]3[CH:7]=[CH:6][CH:5]=[CH:4][C:3]=3[CH2:2][CH2:1][C:11]=2[CH:16]=[N:15][C:13]=1[OH:14]. Reported procedure: A mixture of alpha-tetralone (60 g, 0.41 M), urea (27 g, 0.45 M), triethylorthoformate (68 ml, 0.41 M), in methanol (80 ml) to which was then added methanesulfonic acid (100 drops) was heated at 100° C. for 30 min. then at 130° C. for 1 hr while allowing some solvent to distill off. The resulting thick suspension was cooled slurried with acetone (100 ml) and the solids isolated via filtration washing with acetone (2×80 ml). The solid was dried under reduced pressure overnight to afford 1 as a ye... Reactants: Cl[Sn]Cl (SnCl2), COC1=C(C=C(C=C1)C(=C)N1CCCC1)OC (1,2-dimethoxy-4-(1-pyrrolidinylvinyl)benzene), CC(=O)C1=CC(=C(C=C1)OC)OC (3,4-dimethoxy acetophenone), N1CCCC1 (pyrrolidine), CC1=NC(=C(C(=N1)Cl)[N+](=O)[O-])Cl (2-methyl-4,6-dichloro-5-nitropyrimidine), C(C)(C)N(C(C)C)CC (N,N-diisopropylethylamine), N1CCCCC1 (piperidine), Cl[Sn]Cl (SnCl2). Reagents/catalysts: Cl[Ti](Cl)(Cl)Cl (TiCl4). Solvent: CN(C)C=O (DMF), CCN(CC)CC (NEt3). Yields the product COC1=C(C=C(C=C1)C1=NC=2C(NC(=NC2)C2CC(NCC2)C)=C1)OC (1,2-dimethoxy-4-(2-methyl-4-piperidylpyrrolo[4,5-d]pyrimidin-6-yl)benzene). The yield is 59.0%. RXN SMILES: [CH3:1][O:2][C:3]1[CH:8]=[CH:7][C:6]([C:9]([N:11]2[CH2:15][CH2:14][CH2:13]C2)=C)=[CH:5][C:4]=1[O:16][CH3:17].CC(C1C=CC(OC)=C(OC)C=1)=O.N1CCCC1.[CH3:36][C:37]1[N:42]=C(Cl)C([N+]([O-])=O)=[C:39](Cl)[N:38]=1.C([N:51]([CH2:55][CH3:56])[CH:52]([CH3:54])[CH3:53])(C)C.N1CCCCC1.Cl[Sn]Cl>CN(C=O)C.Cl[Ti](Cl)(Cl)Cl.CCN(CC)CC>[CH3:1][O:2][C:3]1[CH:8]=[CH:7][C:6]([C:9]2[CH:13]=[C:14]3[NH:42][C:37]([CH:36]4[CH2:56][CH2:55][NH:51][CH:52]([CH3:53])[CH2:54]4)=[N:38][CH:39]=[C:15]3[N:11]=2)=[CH:5][C:4]=1[O:16][CH3:17]. Reported procedure: Using the method described in Example 30 by employing 1,2-dimethoxy-4-(1-pyrrolidinylvinyl)benzene (freshly prepared before use from 3,4-dimethoxy acetophenone (Aldrich Chemical Company), pyrrolidine and TiCl4 (1.71 g, 7.34 mmol), 2-methyl-4,6-dichloro-5-nitropyrimidine (Example 76(b)) (1.50 g, 7.34 mmol), N,N-diisopropylethylamine (1.3 mL, 7.34 mmol), piperidine (1.2 mL, 11.7 mmol), NEt3 (1.3 mL) and SnCl2 (22 mL of a 2 M soln in DMF). In this example the reaction mixture was stirred at room te... Reactants: Cl.NCC1(CN(CC1)C[C@H](O)C1=C(C2=C(C(OC2)=O)C=C1)C)C (5-[(R)-2-[3-(aminomethyl)-3-methylpyrrolidin-1-yl]-1-hydroxyethyl]-4-methyl-2-benzofuran-1(3H)-one hydrochloride), Cl.NCC1(CN(CC1)C[C@H](O)C1=C(C2=C(C(OC2)=O)C=C1)C)C (5-[(R)-2-[3-(aminomethyl)-3-methylpyrrolidin-1-yl]-1-hydroxyethyl]-4-methyl-2-benzofuran-1(3H)-one hydrochloride), ClC1=CC=C(C=N1)C#N (6-chloropyridine-3-carbonitrile). The product is O[C@@H](CN1CC(CC1)(C1=CC=CC=C1)CNC1=NC=C(C#N)C=C1)C=1C(=C2COC(C2=CC1)=O)C (6-((1-((R)-2-Hydroxy-2-(4-methyl-1-oxo-1,3-dihydroisobenzofuran-5-yl)ethyl)-3-phenylpyrrolidin-3-yl)methylamino)nicotinonitrile). RXN SMILES: Cl.[NH2:2][CH2:3][C:4]1([CH3:23])[CH2:8][CH2:7][N:6]([CH2:9][C@@H:10]([C:12]2[CH:21]=[CH:20][C:15]3[C:16](=[O:19])[O:17][CH2:18][C:14]=3[C:13]=2[CH3:22])[OH:11])[CH2:5]1.Cl[C:25]1[N:30]=[CH:29][C:28]([C:31]#[N:32])=[CH:27][CH:26]=1>>[OH:11][C@H:10]([C:12]1[C:13]([CH3:22])=[C:14]2[C:15](=[CH:20][CH:21]=1)[C:16](=[O:19])[O:17][CH2:18]2)[CH2:9][N:6]1[CH2:7][CH2:8][C:4]([CH2:3][NH:2][C:25]2[CH:26]=[CH:27][C:28]([C:31]#[N:32])=[CH:29][N:30]=2)([C:23]2[CH:14]=[CH:13][CH:12]=[CH:10][CH:9]=2)[CH2:5]1 |f:0.1|. Reported procedure: 6-((1-((R)-2-Hydroxy-2-(4-methyl-1-oxo-1,3-dihydroisobenzofuran-5-yl)ethyl)-3-phenylpyrrolidin-3-yl)methylamino)nicotinonitrile was prepared in a similar fashion to that described for the synthesis of EXAMPLE 18 starting from 5-[(R)-2-[3-(Aminomethyl)-3-methylpyrrolidin-1-yl]-1-hydroxyethyl}-4-methyl-2-benzofuran-1(3H)-one hydrochloride [INTERMEDIATE 7] and 6-chloropyridine-3-carbonitrile. Starting materials: [OH-].[Na+] (sodium hydroxide), aqueous solution, [Cl-].C1(=CC=CC=C1)[S+](C1=CC=CC=C1)C1=CC=CC=C1 (triphenylsulfonium chloride), Cl (hydrochloric acid), FC(C(=O)OCC)(C1(C2CC3CC(CC1C3)C2)O)F (ethyl difluoro-(2-hydroxyadamantan-2-yl)acetate). Solvent: O1CCOCC1 (1,4-dioxane), C(Cl)Cl (methylene chloride). Run at time 2 hour. Yields the product target compound, FC(C(=O)[O-])(C1(C2CC3CC(CC1C3)C2)O)F.C2(=CC=CC=C2)[S+](C2=CC=CC=C2)C2=CC=CC=C2 (triphenylsulfonium difluoro-(2-hydroxyadamantan-2-yl)acetate). The yield is 63.0%. As a reaction SMILES: [F:1][C:2]([F:19])([C:8]1([OH:18])[CH:15]2[CH2:16][CH:11]3[CH2:12][CH:13]([CH2:17][CH:9]1[CH2:10]3)[CH2:14]2)[C:3]([O:5]CC)=[O:4].[OH-].[Na+].Cl.[Cl-].[C:24]1([S+:30]([C:37]2[CH:42]=[CH:41][CH:40]=[CH:39][CH:38]=2)[C:31]2[CH:36]=[CH:35][CH:34]=[CH:33][CH:32]=2)[CH:29]=[CH:28][CH:27]=[CH:26][CH:25]=1>C(Cl)Cl.O1CCOCC1>[F:1][C:2]([F:19])([C:8]1([OH:18])[CH:9]2[CH2:17][CH:13]3[CH2:12][CH:11]([CH2:16][CH:15]1[CH2:14]3)[CH2:10]2)[C:3]([O-:5])=[O:4].[C:37]1([S+:30]([C:24]2[CH:25]=[CH:26][CH:27]=[CH:28][CH:29]=2)[C:31]2[CH:36]=[CH:35][CH:34]=[CH:33][CH:32]=2)[CH:38]=[CH:39][CH:40]=[CH:41][CH:42]=1 |f:1.2,4.5,8.9|. Procedure details: A mixture of 3.9 g of ethyl difluoro-(2-hydroxyadamantan-2-yl)acetate, prepared in Synthesis Example 1-8, 20 g of 1,4-dioxane, and 4.8 g of 25 wt % sodium hydroxide was stirred for 2 hours. To the reaction solution, 1.5 g of 35 wt % hydrochloric acid was added, and then 24 g of an aqueous solution of triphenylsulfonium chloride and 100 g of methylene chloride were added. After stirring for 30 minutes, the organic layer was taken out, washed with water, and concentrated under reduced pressure. Me...